Dataset: the Open Reaction Database (ORD), a public repository of structured organic reaction records. Task: describe an organic reaction: reactants, conditions, products, and yield The reactants are stannous chloride dihydrate, ClC=1C=C(C=C(C1OC1=CC=C(C=C1)[N+](=O)[O-])Cl)C(C)(C)C1=CC(=C(C(=C1)Cl)OC1=CC=C(C=C1)[N+](=O)[O-])Cl (2,2-bis[3,5-dichloro-4-(4-nitrophenoxy)phenyl]propane), dinitro, C(C)(=O)O (acetic acid), [OH-].[Na+] (sodium hydroxide), O=C1C(O)=C(O)[C@H](O1)[C@@H](O)CO (ascorbic acid), [OH-].[Na+] (sodium hydroxide). Solvent: Cl (hydrochloric acid), O (water). Conditions: temperature 100 celsius, time 1 hour. Yields the product ClC=1C=C(C=C(C1OC1=CC=C(C=C1)N)Cl)C(C)(C)C1=CC(=C(C(=C1)Cl)OC1=CC=C(C=C1)N)Cl (2,2-bis[3,5-dichloro-4-(4-aminophenoxy)phenyl]propane). RXN SMILES: [Cl:1][C:2]1[CH:3]=[C:4]([C:19]([C:22]2[CH:27]=[C:26]([Cl:28])[C:25]([O:29][C:30]3[CH:35]=[CH:34][C:33]([N+:36]([O-])=O)=[CH:32][CH:31]=3)=[C:24]([Cl:39])[CH:23]=2)([CH3:21])[CH3:20])[CH:5]=[C:6]([Cl:18])[C:7]=1[O:8][C:9]1[CH:14]=[CH:13][C:12]([N+:15]([O-])=O)=[CH:11][CH:10]=1.C(O)(=O)C.[OH-].[Na+].O=C1O[C@H]([C@H](CO)O)C(O)=C1O>Cl.O>[Cl:1][C:2]1[CH:3]=[C:4]([C:19]([C:22]2[CH:27]=[C:26]([Cl:28])[C:25]([O:29][C:30]3[CH:31]=[CH:32][C:33]([NH2:36])=[CH:34][CH:35]=3)=[C:24]([Cl:39])[CH:23]=2)([CH3:21])[CH3:20])[CH:5]=[C:6]([Cl:18])[C:7]=1[O:8][C:9]1[CH:14]=[CH:13][C:12]([NH2:15])=[CH:11][CH:10]=1 |f:2.3|. Procedure details: To avoid reductive dehalogenation, the 2,2-bis[3,5-dichloro-4-(4-nitrophenoxy)phenyl]propane was reduced chemically, rather than catalytically hydrogenated. To a magnetically stirred slurry in a 1-liter Erlenmeyer flask of 53.5 g (0.088 mole) of the dinitro compound and 265 mL of acetic acid warmed to 50°-60° C. there was added a solution of 131 g of (0.58 mole) stannous chloride dihydrate in 132 mL of conc. hydrochloric acid over a 10-minute period. The exothermic reduction raised the temperatu... Reactants: C(C)N(C=1C=C(C=C(C1C)C(NCC=1C(NC(=C(C1C(C)C)F)C)=O)=O)C=1C=CC(=NC1)N1CCN(CC1)C(=O)OC(C)(C)C)C1CCOCC1 (tert-butyl 4-(5-(3-(ethyl(tetrahydro-2H-pyran-4-yl)amino)-5-(((5-fluoro-4-isopropyl-6-methyl-2-oxo-1,2-dihydropyridin-3-yl)methyl)carbamoyl)-4-methylphenyl)pyridin-2-yl)piperazine-1-carboxylate), Cl (HCl), O1CCOCC1 (dioxane), Cl (HCl), O1CCOCC1 (1,4-dioxane). Run in C(C)O (ethanol). Reaction conditions: time 2 hour. Yields the product C(=O)O.C(C)N(C=1C(=C(C(=O)NCC=2C(NC(=C(C2C(C)C)F)C)=O)C=C(C1)C=1C=NC(=CC1)N1CCNCC1)C)C1CCOCC1 (3-(ethyl(tetrahydro-2H-pyran-4-yl)amino)-N-((5-fluoro-4-isopropyl-6-methyl-2-oxo-1,2-dihydropyridin-3-yl)methyl)-2-methyl-5-(6-(piperazin-1-yl)pyridin-3-yl)benzamide formate). Isolated yield 15.6%. Reaction SMILES: [CH2:1]([N:3]([CH:46]1[CH2:51][CH2:50][O:49][CH2:48][CH2:47]1)[C:4]1[CH:5]=[C:6]([C:27]2[CH:28]=[CH:29][C:30]([N:33]3[CH2:38][CH2:37][N:36]([C:39]([O:41]C(C)(C)C)=[O:40])[CH2:35][CH2:34]3)=[N:31][CH:32]=2)[CH:7]=[C:8]([C:11](=[O:26])[NH:12][CH2:13][C:14]2[C:15](=[O:25])[NH:16][C:17]([CH3:24])=[C:18]([F:23])[C:19]=2[CH:20]([CH3:22])[CH3:21])[C:9]=1[CH3:10])[CH3:2].Cl.O1CCOCC1>C(O)C>[CH:39]([OH:41])=[O:40].[CH2:1]([N:3]([CH:46]1[CH2:51][CH2:50][O:49][CH2:48][CH2:47]1)[C:4]1[C:9]([CH3:10])=[C:8]([CH:7]=[C:6]([C:27]2[CH:32]=[N:31][C:30]([N:33]3[CH2:38][CH2:37][NH:36][CH2:35][CH2:34]3)=[CH:29][CH:28]=2)[CH:5]=1)[C:11]([NH:12][CH2:13][C:14]1[C:15](=[O:25])[NH:16][C:17]([CH3:24])=[C:18]([F:23])[C:19]=1[CH:20]([CH3:22])[CH3:21])=[O:26])[CH3:2] |f:4.5|. Procedure: To a solution of tert-butyl 4-(5-(3-(ethyl(tetrahydro-2H-pyran-4-yl)amino)-5-(((5-fluoro-4-isopropyl-6-methyl-2-oxo-1,2-dihydropyridin-3-yl)methyl)carbamoyl)-4-methylphenyl)pyridin-2-yl)piperazine-1-carboxylate (450 mg, 0.639 mmol) in ethanol (4.3 mL) at room temperature was added 4 M HCl in dioxane (2 mL, 8.00 mmol). LC/MS after 2 h showed both product and remaining starting material. Additional 4 M HCl in 1,4-dioxane (1.5 ml, 6.00 mmol) was added, and LC/MS after total 4 h showed that reaction... Starting materials: O=C1OC(C2N1C=1C=CC=CC1C2)CNC(C)=O (N-[(9,9a-dihydro-3-oxo-1H,3H-oxazolo[3,4-a]indol-1-yl)methyl]acetamide), CS(=O)(=O)O (methane sulfonic acid), C(C)(=O)OC(C)=O (acetic anhydride), C(C)(=O)OC(C)=O (acetic anhydride), C([O-])(O)=O.[Na+] (sodium bicarbonate), C([O-])(O)=O.[Na+] (sodium bicarbonate). Run in C(Cl)Cl (methylene chloride). Run at time 1 hour. Yields the product C(C)(=O)C1=CC=2CC3N(C2C=C1)C(OC3CNC(C)=O)=O (N-[(7-acetyl-9,9a-dihydro-3-oxo-1H,3H-oxazolo[3,4-a]indol-1-yl)methyl]acetamide). As a reaction SMILES: [O:1]=[C:2]1[N:6]2[C:7]3[CH:8]=[CH:9][CH:10]=[CH:11][C:12]=3[CH2:13][CH:5]2[CH:4]([CH2:14][NH:15][C:16](=[O:18])[CH3:17])[O:3]1.CS(O)(=O)=O.[C:24](OC(=O)C)(=[O:26])[CH3:25].C(=O)(O)[O-].[Na+]>C(Cl)Cl>[C:24]([C:10]1[CH:9]=[CH:8][C:7]2[N:6]3[C:2](=[O:1])[O:3][CH:4]([CH2:14][NH:15][C:16](=[O:18])[CH3:17])[CH:5]3[CH2:13][C:12]=2[CH:11]=1)(=[O:26])[CH3:25] |f:3.4|. Reported procedure: A mixture of (±) (1S,9aS/1R,9aR) N-[(9,9a-dihydro-3-oxo-1H,3H-oxazolo[3,4-a]indol-1-yl)methyl]acetamide (X diastereomer B, EXAMPLE 11, 8 mg), methane sulfonic acid (0.5 ml), and acetic anhydride (10 μl) is stirred in methylene chloride (0.2 ml) from 0° to 20° for 19.5 hours. After this time the mixture is cooled in an ice bath and additional acetic anhydride (10 μl) is added. The mixture is stirred for one hour then added to a small amount of ice and saturated aqueous sodium bicarbonate (7 ml) i... Starting materials: BrC=1C=C(C=CC1C#N)CC(=O)O ((3-Bromo-4-cyanophenyl)acetic acid), CO (methanol), S(=O)(Cl)Cl (thionyl chloride). Reaction conditions: temperature 85 celsius. Product: COC(CC1=CC(=C(C=C1)C#N)Br)=O (Methyl(3-bromo-4-cyanophenyl)acetate). Reaction SMILES: [Br:1][C:2]1[CH:3]=[C:4]([CH2:10][C:11]([OH:13])=[O:12])[CH:5]=[CH:6][C:7]=1[C:8]#[N:9].S(Cl)(Cl)=O.[CH3:18]O>>[CH3:18][O:12][C:11](=[O:13])[CH2:10][C:4]1[CH:5]=[CH:6][C:7]([C:8]#[N:9])=[C:2]([Br:1])[CH:3]=1. Procedure: (3-Bromo-4-cyanophenyl)acetic acid (1.0 g, 4.2 mmol) was dissolved in methanol (20 mL), and thionyl chloride (0.5 mL) was added drop wise to the solution. The reaction was heated to 85° C. for 4 h. Then it was cooled to room temperature and evaporated to dryness in vacuo. The residue was partitioned between ethyl acetate and sat. NaHCO3. The organic layer was dried over MgSO4, filtered, and the filtrate was evaporated to dryness under reduced pressure to yield the crude title compound as an off ... Starting materials: COC(=O)C1=CC=C(C=C1)C(CC(=O)C1=CC=C(C=C1)OCCCCC)=O (1-(4-Methoxycarbonylphenyl)-3-(4-pentyloxyphenyl)propane-1,3-dione), Cl.NO (hydroxylamine hydrochloride). Run in CO (methanol), C(C)(=O)OCC (ethyl acetate). Yields the product C(CCCC)OC1=CC=C(C=C1)C1=CC(=NO1)C1=CC=C(C(=O)OC)C=C1 (Methyl 4-[5-(4-pentyloxyphenyl)isoxazol-3-yl]benzoate). Yield: 74.6%. As a reaction SMILES: [CH3:1][O:2][C:3]([C:5]1[CH:10]=[CH:9][C:8]([C:11](=O)[CH2:12][C:13]([C:15]2[CH:20]=[CH:19][C:18]([O:21][CH2:22][CH2:23][CH2:24][CH2:25][CH3:26])=[CH:17][CH:16]=2)=[O:14])=[CH:7][CH:6]=1)=[O:4].Cl.[NH2:29]O>CO.C(OCC)(=O)C>[CH2:22]([O:21][C:18]1[CH:19]=[CH:20][C:15]([C:13]2[O:14][N:29]=[C:11]([C:8]3[CH:9]=[CH:10][C:5]([C:3]([O:2][CH3:1])=[O:4])=[CH:6][CH:7]=3)[CH:12]=2)=[CH:16][CH:17]=1)[CH2:23][CH2:24][CH2:25][CH3:26] |f:1.2|. Reported procedure: The solution of 1-(4-Methoxycarbonylphenyl)-3-(4-pentyloxyphenyl)propane-1,3-dione (1.00 g) and hydroxylamine hydrochloride (567 mg) in methanol (10 ml) was refluxed for 10 hours. The reaction mixture was diluted with ethyl acetate (50 ml) and washed with water (50 ml×2), brine (50 ml). The organic layer was dried over magnesium sulfate and the solvents were removed under reduced pressure. The residue was triturated with acetonitrile (10 ml), collected by filtration, and dried under reduced pres... Starting materials: O=C(C1CC1)C(Br)c1ccccc1F, CC(=O)SC1CCNCC1=Cc1ccn(C(=O)OC(C)(C)C)n1, O=C([O-])[O-], CN(C)C=O, CCOC(C)=O, Cl, [K+], [K+]. The product is CC(=O)SC1CCN(C(C(=O)C2CC2)c2ccccc2F)CC1=Cc1ccn(C(=O)OC(C)(C)C)n1. Reaction SMILES: [Br:25][CH:26]([C:27](=[O:28])[CH:29]1[CH2:30][CH2:31]1)[c:32]1[c:33]([F:38])[cH:34][cH:35][cH:36][cH:37]1.[C:2]([CH3:3])(=[O:4])[S:5][CH:6]1[C:7](=[CH:12][c:13]2[n:14][n:15]([C:18](=[O:19])[O:20][C:21]([CH3:22])([CH3:23])[CH3:24])[cH:16][cH:17]2)[CH2:8][NH:9][CH2:10][CH2:11]1.[C:39](=[O:40])([O-:41])[O-:42].[CH3:45][N:46]([CH3:47])[CH:48]=[O:49].[CH3:50][CH2:51][O:52][C:53](=[O:54])[CH3:55].[ClH:1].[K+:43].[K+:44]>>[C:2]([CH3:3])(=[O:4])[S:5][CH:6]1[C:7](=[CH:12][c:13]2[n:14][n:15]([C:18](=[O:19])[O:20][C:21]([CH3:22])([CH3:23])[CH3:24])[cH:16][cH:17]2)[CH2:8][N:9]([CH:26]([C:27](=[O:28])[CH:29]2[CH2:30][CH2:31]2)[c:32]2[c:33]([F:38])[cH:34][cH:35][cH:36][cH:37]2)[CH2:10][CH2:11]1. The reactants are CC(C)C(O)(CCc1ccc(OCc2ccccc2)cc1)CC(=O)O, CO, O=S(=O)(O)O. The product is COC(=O)CC(O)(CCc1ccc(OCc2ccccc2)cc1)C(C)C. Reaction SMILES: [CH2:1]([c:2]1[cH:3][cH:4][cH:5][cH:6][cH:7]1)[O:8][c:9]1[cH:10][cH:11][c:12]([CH2:15][CH2:16][C:17]([CH2:18][C:19](=[O:20])[OH:21])([CH:22]([CH3:23])[CH3:24])[OH:25])[cH:13][cH:14]1.[CH3:31][OH:32].[S:26](=[O:27])(=[O:28])([OH:29])[OH:30]>>[CH2:1]([c:2]1[cH:3][cH:4][cH:5][cH:6][cH:7]1)[O:8][c:9]1[cH:10][cH:11][c:12]([CH2:15][CH2:16][C:17]([CH2:18][C:19]([O:20][CH3:31])=[O:21])([CH:22]([CH3:23])[CH3:24])[OH:25])[cH:13][cH:14]1.